This data is from the Open Reaction Database (ORD), a public repository of structured organic reaction records. The task is: describe an organic reaction: reactants, conditions, products, and yield Reported procedure: 1-(1-(4-chlorobenzyl)-1H-indole-2-carbonyl)piperidine-4-carboxylic acid (100 mg, 0.252 mmol), N1-((ethylimino)methylene)-N3,N3-dimethylpropane-1,3-diamine hydrochloride (72.5 mg, 0.378 mmol), and 1H-benzo[d][1,2,3]triazol-1-ol (51.1 mg, 0.378 mmol) were dissolved in 2.0 mL of DCM and stirred for 10 minutes before the addition of a 2-(4-isopropylphenyl)ethanamine, HCl (75 mg, 0.378 mmol) and N-ethyl-N-isopropylpropan-2-amine (0.132 mL, 0.756 mmol) as a 1.0 mL DCM solution. The reaction was allowe... Conditions: time 8 hour. The product is ClC1=CC=C(CN2C(=CC3=CC=CC=C23)C(=O)N2CCC(CC2)C(=O)NCCC2=CC=C(C=C2)C(C)C)C=C1 (1-(1-(4-chlorobenzyl)-1H-indole-2-carbonyl)-N-(4-isopropylphenethyl)piperidine-4-carboxamide). As a reaction SMILES: [Cl:1][C:2]1[CH:28]=[CH:27][C:5]([CH2:6][N:7]2[C:15]3[C:10](=[CH:11][CH:12]=[CH:13][CH:14]=3)[CH:9]=[C:8]2[C:16]([N:18]2[CH2:23][CH2:22][CH:21]([C:24](O)=[O:25])[CH2:20][CH2:19]2)=[O:17])=[CH:4][CH:3]=1.Cl.C(N=C=N[CH2:35][CH2:36][CH2:37][N:38](C)C)C.N1(O)[C:45]2[CH:46]=C[CH:48]=[CH:49][C:44]=2N=N1.C(N([CH:57]([CH3:59])[CH3:58])C(C)C)C>C(Cl)Cl.O.C(OCC)(=O)C>[Cl:1][C:2]1[CH:3]=[CH:4][C:5]([CH2:6][N:7]2[C:15]3[C:10](=[CH:11][CH:12]=[CH:13][CH:14]=3)[CH:9]=[C:8]2[C:16]([N:18]2[CH2:23][CH2:22][CH:21]([C:24]([NH:38][CH2:37][CH2:36][C:35]3[CH:48]=[CH:49][C:44]([CH:57]([CH3:58])[CH3:59])=[CH:45][CH:46]=3)=[O:25])[CH2:20][CH2:19]2)=[O:17])=[CH:27][CH:28]=1 |f:1.2|. Starting materials: ClC1=CC=C(CN2C(=CC3=CC=CC=C23)C(=O)N2CCC(CC2)C(=O)O)C=C1 (1-(1-(4-chlorobenzyl)-1H-indole-2-carbonyl)piperidine-4-carboxylic acid), Cl.C(C)N=C=NCCCN(C)C (N1-((ethylimino)methylene)-N3,N3-dimethylpropane-1,3-diamine hydrochloride), N1(N=NC2=C1C=CC=C2)O (1H-benzo[d][1,2,3]triazol-1-ol), 2-(4-isopropylphenyl)ethanamine, HCl, C(C)N(C(C)C)C(C)C (N-ethyl-N-isopropylpropan-2-amine). Run in O (water), C(C)(=O)OCC (ethyl acetate), C(Cl)Cl (DCM), C(Cl)Cl (DCM). As a reaction SMILES: [CH3:1][O:2][C:3]1[CH:8]=[CH:7][C:6]([N:9]2[CH2:14][C@@H:13]3[CH2:15][C@H:10]2[CH2:11][O:12]3)=[CH:5][C:4]=1[N+:16]([O-])=O>CO.ClCCl.[Pd]>[CH3:1][O:2][C:3]1[CH:8]=[CH:7][C:6]([N:9]2[CH2:14][C@@H:13]3[CH2:15][C@H:10]2[CH2:11][O:12]3)=[CH:5][C:4]=1[NH2:16]. Yields the product COC1=C(C=C(C=C1)N1[C@@H]2CO[C@H](C1)C2)N (2-methoxy-5-{(1S,4S)-(2-oxa-5-aza-bicyclo[2.2.1]hept-5-yl)}-phenylamine). Conditions: time 3.5 hour. The reactants are COC1=C(C=C(C=C1)N1[C@@H]2CO[C@H](C1)C2)[N+](=O)[O-] ((1S,4S)-5-(4-methoxy-3-nitro-phenyl)-2-oxa-5-aza-bicyclo[2.2.1]heptane). Solvent: CO (methanol), ClCCl (dichloromethane). Reagents/catalysts: [Pd] (palladium on charcoal). Procedure details: To a stirred solution of 5.01 g (20.0 mmol) (1S,4S)-5-(4-methoxy-3-nitro-phenyl)-2-oxa-5-aza-bicyclo[2.2.1]heptane in 375 ml methanol and 62.5 ml dichloromethane was added 500 mg 10% palladium on charcoal and the mixture was then stirred for 3.5 hours at room temperature under an atmosphere of hydrogen. The mixture was then filtered and the filtrate concentrated in vacuo to afford 4.30 g (98%) 2-methoxy-5-{(1S,4S)-(2-oxa-5-aza-bicyclo[2.2.1]hept-5-yl)}-phenylamine as a brown crystalline solid. E... Yield: 97.6%. Starting materials: [Mn](=O)(=O)(=O)[O-].[K+] (potassium permanganate), [OH-].[NH4+] (ammonium hydroxide), Cl[O-].[Na+] (sodium hypochlorite), [OH-].[Na+] (sodium hydroxide), C(CCC)(=O)NC1=CC2=C(N=C(S2)S)C=C1 (6-butyrylamino-2-mercaptobenzothiazole). Solvent: O (H2O). Reaction conditions: temperature 30 celsius. Product: C(CCC)(=O)NC1=CC2=C(N=C(S2)S(=O)(=O)N)C=C1 (6-butyrylamino-2-benzothiazolesulfonamide). Reaction SMILES: [OH-:1].[NH4+:2].Cl[O-:4].[Na+].[OH-].[Na+].[C:8]([NH:13][C:14]1[CH:23]=[CH:22][C:17]2[N:18]=[C:19]([SH:21])[S:20][C:16]=2[CH:15]=1)(=[O:12])[CH2:9][CH2:10][CH3:11].[Mn]([O-])(=O)(=O)=O.[K+]>O>[C:8]([NH:13][C:14]1[CH:23]=[CH:22][C:17]2[N:18]=[C:19]([S:21]([NH2:2])(=[O:4])=[O:1])[S:20][C:16]=2[CH:15]=1)(=[O:12])[CH2:9][CH2:10][CH3:11] |f:0.1,2.3,4.5,7.8|. Procedure details: To ammonium hydroxide (14.8M) (90 ml) was added dropwise simultaneously sodium hypochlorite solution (5.25%) (42.4 ml) and a solution of sodium hydroxide (1.2 g, 0.03 mole) and 6-butyrylamino-2-mercaptobenzothiazole (7.57 g, 0.03 mole) in H2O (80 ml) with stirring at 5° C. After 1/2 hour the precipitated solid was collected by suction filtration and washed well with cold H2O. The wet solid was suspended in acetone (120 ml) and treated dropwise with 5% aqueous potassium permanganate solution (6.6... The reactants are [N+](=O)([O-])C1=C(C=CC(=C1)C1=CC(=CC=C1)NC(C(F)(F)F)=O)CC(=O)O (2-[2-Nitro-4-(3-trifluoroacetamidophenyl)phenyl]acetic acid). Reagents/catalysts: [Fe] (iron). The solvent is C(C)(=O)O (acetic acid). The product is FC(C(=O)NC=1C=C(C=CC1)C1=CC=C2CC(NC2=C1)=O)(F)F (6-(3-Trifluoroacetamidophenyl)-2-oxindole). The yield is 11.5%. RXN SMILES: [N+:1]([C:4]1[CH:9]=[C:8]([C:10]2[CH:15]=[CH:14][CH:13]=[C:12]([NH:16][C:17](=[O:22])[C:18]([F:21])([F:20])[F:19])[CH:11]=2)[CH:7]=[CH:6][C:5]=1[CH2:23][C:24](O)=[O:25])([O-])=O>C(O)(=O)C.[Fe]>[F:19][C:18]([F:21])([F:20])[C:17]([NH:16][C:12]1[CH:11]=[C:10]([C:8]2[CH:9]=[C:4]3[C:5]([CH2:23][C:24](=[O:25])[NH:1]3)=[CH:6][CH:7]=2)[CH:15]=[CH:14][CH:13]=1)=[O:22]. Procedure details: 2-[2-Nitro-4-(3-trifluoroacetamidophenyl)phenyl]acetic acid (100 mg) and 50 mg of iron powder in 3 mL of acetic acid was heated to 100° C. for 2 hours. The reaction mixture was concentrated and the residue sonicated in 5 mL of ethyl acetate. The insoluble solids were removed by vacuum filtration and the filtrate washed with 1 N hydrochloric acid, water and brine, dried over anhydrous sodium sulfate and concentrated to give 10 mg (14% yield) of the title compound as a rose-colored solid.